From a dataset of the Open Reaction Database (ORD), a public repository of structured organic reaction records. describe an organic reaction: reactants, conditions, products, and yield Starting materials: NC1=NC(=C(C(=N1)S)C#N)SC (2-Amino-4-mercapto-6-methylsulfanyl-pyrimidine-5-carbonitrile), CI (methyl iodide). The solvent is CC(=O)C (acetone). Reaction conditions: temperature 80 celsius. Yields the product NC1=NC(=C(C(=N1)SC)C#N)SC (2-Amino-4,6-bis-methylsulfanyl-pyrimidine-5-carbonitrile). RXN SMILES: [NH2:1][C:2]1[N:7]=[C:6]([SH:8])[C:5]([C:9]#[N:10])=[C:4]([S:11][CH3:12])[N:3]=1.[CH3:13]I>CC(C)=O>[NH2:1][C:2]1[N:3]=[C:4]([S:11][CH3:12])[C:5]([C:9]#[N:10])=[C:6]([S:8][CH3:13])[N:7]=1. Reported procedure: To a 50 mL round-bottomed flask were added 2-Amino-4-mercapto-6-methylsulfanyl-pyrimidine-5-carbonitrile (3:50 mg, 2.5 mmol, 1.0 eq.), methyl iodide (8.2 mmol), and acetone (10 mL). The reaction mixture was heated at 80° C. for 5 min. The precipitate was filtered and gave to white solid. No further purification was necessary (312 mg, 58%). LC-MS: (ES+) m/z 213 (M+1). 1H-NMR, Varian 400 MHz (DMSO-d6) δ 2.52 (s, 3H), 2.46 (s, 3H) ppm